This data is from the Open Reaction Database (ORD), a public repository of structured organic reaction records. The task is: describe an organic reaction: reactants, conditions, products, and yield Starting materials: OC1(C(NC(NC1=O)=O)=O)C=1OC(=CC1)C1=CC=CC=C1 (5-Hydroxy-5-(5-phenyl-2-furyl)-2,4,6(1H,3H,5H)-pyrimidinetrione), [OH-].[Na+] (sodium hydroxide). Product: C1(=CC=CC=C1)C1=CC=C(O1)C1C(NC(O1)=O)=O (5-(5-phenyl-2-furyl)oxazolidine-2,4-dione). Yield: 16.8%. RXN SMILES: [OH:1][C:2]1([C:11]2[O:12][C:13]([C:16]3[CH:21]=[CH:20][CH:19]=[CH:18][CH:17]=3)=[CH:14][CH:15]=2)C(=O)N[C:5](=[O:9])[NH:4][C:3]1=[O:10].[OH-].[Na+]>>[C:16]1([C:13]2[O:12][C:11]([CH:2]3[O:1][C:5](=[O:9])[NH:4][C:3]3=[O:10])=[CH:15][CH:14]=2)[CH:21]=[CH:20][CH:19]=[CH:18][CH:17]=1 |f:1.2|. Reported procedure: 5-Hydroxy-5-(5-phenyl-2-furyl)-2,4,6(1H,3H,5H)-pyrimidinetrione (0.7 g.) was dissolved in 15 ml. of 1 N sodium hydroxide, stirred at room temperature for 15 minutes, extracted with ethyl acetate, made slightly acidic with about 1 ml. of glacial acetic acid, and extracted with 25 ml. of ethyl acetate. The latter ethyl acetate extract was back washed with about 6.5 ml. of water, filtered over a bed of anhydrous magnesium sulfate and evaporated to yield solid 5-(5-phenyl-2-furyl)oxazolidine-2,4-dio... Starting materials: O=C1C=C(NC=C1OCC1=CC=CC=C1)C(=O)O (1,4-Dihydro-4-oxo-5-(phenylmethoxy)-2-pyridinecarboxylic acid), NN1C(NCC1)=O (1-amino-2-imidazolidinone), C1(CCCCC1)N=C=NC1CCCCC1 (dicyclohexylcarbodiimide). The reagents and catalysts are CN(C)C1=NC=CC=C1 (dimethylaminopyridine), ON1N=NC2=C1C=CC=C2 (N-hydroxybenzotriazole). Solvent: CN(C=O)C (dimethylformamide), CN(C=O)C (dimethylformamide). Run at time 30 minute. Yields the product O=C1C=C(NC=C1OCC1=CC=CC=C1)C(=O)NN1C(NCC1)=O (1,4-Dihydro-4-oxo-N-(2-oxo-1-imidazolidinyl)-5-(phenylmethoxy)-2-pyridinecarboxamide). The yield is 71.3%. As a reaction SMILES: [O:1]=[C:2]1[C:7]([O:8][CH2:9][C:10]2[CH:15]=[CH:14][CH:13]=[CH:12][CH:11]=2)=[CH:6][NH:5][C:4]([C:16]([OH:18])=O)=[CH:3]1.[NH2:19][N:20]1[CH2:24][CH2:23][NH:22][C:21]1=[O:25].C1(N=C=NC2CCCCC2)CCCCC1>CN(C)C=O.CN(C1C=CC=CN=1)C.ON1C2C=CC=CC=2N=N1>[O:1]=[C:2]1[C:7]([O:8][CH2:9][C:10]2[CH:11]=[CH:12][CH:13]=[CH:14][CH:15]=2)=[CH:6][NH:5][C:4]([C:16]([NH:19][N:20]2[CH2:24][CH2:23][NH:22][C:21]2=[O:25])=[O:18])=[CH:3]1. Procedure: 1,4-Dihydro-4-oxo-5-(phenylmethoxy)-2-pyridinecarboxylic acid (12.26 g, 0.05 mol) and 1-amino-2-imidazolidinone (5.56 g, 0.055 mol) were suspended in 120 ml of dimethylformamide. To the suspension was added 0.3 g of dimethylaminopyridine and 0.4 g of N-hydroxybenzotriazole. After stirring for 30 minutes at room temperature, a solution of 11.35 g of dicyclohexylcarbodiimide (0.055 mol) in 50 ml of dimethylformamide was added dropwise and the mixture was stirred overnight at room temperature. The ... Reactants: BrC1=CC=2C3=C(C=NC2C=C1)N(C(N3C=3C(=NN(C3)C)C)=O)C (8-bromo-1-(1,3-dimethyl-1H-pyrazol-4-yl)-3-methyl-1,3-dihydro-imidazo[4,5-c]quinolin-2-one), BrC1=CC=2C3=C(C=NC2C=C1)N(C(N3C=3C(=NN(C3)C)C)=O)C (8-bromo-1-(1,3-dimethyl-1H-pyrazol-4-yl)-3-methyl-1,3-dihydro-imidazo[4,5-c]quinolin-2-one), CC=1C=C(C=NC1)B(O)O (5-methylpyridine-3-boronic acid). The product is CN1N=C(C(=C1)N1C(N(C=2C=NC=3C=CC(=CC3C21)C=2C=NC=C(C2)C)C)=O)C (1-(1,3-Dimethyl-1H-pyrazol-4-yl)-3-methyl-8-(5-methyl-pyridin-3-yl)-1,3-dihydro-imidazo[4,5-c]quinolin-2-one). Reaction SMILES: Br[C:2]1[CH:11]=[CH:10][C:9]2[N:8]=[CH:7][C:6]3[N:12]([CH3:23])[C:13](=[O:22])[N:14]([C:15]4[C:16]([CH3:21])=[N:17][N:18]([CH3:20])[CH:19]=4)[C:5]=3[C:4]=2[CH:3]=1.[CH3:24][C:25]1[CH:26]=[C:27](B(O)O)[CH:28]=[N:29][CH:30]=1>>[CH3:20][N:18]1[CH:19]=[C:15]([N:14]2[C:5]3[C:4]4[CH:3]=[C:2]([C:27]5[CH:28]=[N:29][CH:30]=[C:25]([CH3:24])[CH:26]=5)[CH:11]=[CH:10][C:9]=4[N:8]=[CH:7][C:6]=3[N:12]([CH3:23])[C:13]2=[O:22])[C:16]([CH3:21])=[N:17]1. Reported procedure: The title compound was synthesized in a similar manner as described for Example 1.1 using 8-bromo-1-(1,3-dimethyl-1H-pyrazol-4-yl)-3-methyl-1,3-dihydro-imidazo[4,5-c]quinolin-2-one (Intermediate A, 40 mg, 0.105 mmol) and 5-methylpyridine-3-boronic acid (Combi-Blocks, San Diego, USA, 17 mg, 0.123 mmol) to give the title compound as an off-white solid. (HPLC: tR 2.07 min (Method A); M+H=385 MS-ES; 1H-NMR (d6-DMSO, 400 MHz) 8.98 (s, 1H), 8.54-8.48 (m, 1H), 8.45-8.39 (m, 1H), 8.19-8.08 (m, 2H), 7.99... Reactants: Cc1cc(C(=O)CBr)ccc1Br, O=C([O-])O, Cc1ccccc1, ClCCl, [Na+], O, c1ccc(P(c2ccccc2)c2ccccc2)cc1. Product: Cc1cc(C(=O)C=P(c2ccccc2)(c2ccccc2)c2ccccc2)ccc1Br. Reaction SMILES: [Br:1][CH2:2][C:3](=[O:4])[c:5]1[cH:6][c:7]([CH3:12])[c:8]([Br:11])[cH:9][cH:10]1.[C:32](=[O:33])([OH:34])[O-:35].[CH3:40][c:41]1[cH:42][cH:43][cH:44][cH:45][cH:46]1.[Cl:37][CH2:38][Cl:39].[Na+:36].[OH2:47].[c:13]1([P:19]([c:20]2[cH:21][cH:22][cH:23][cH:24][cH:25]2)[c:26]2[cH:27][cH:28][cH:29][cH:30][cH:31]2)[cH:14][cH:15][cH:16][cH:17][cH:18]1>>[CH:2]([C:3](=[O:4])[c:5]1[cH:6][c:7]([CH3:12])[c:8]([Br:11])[cH:9][cH:10]1)=[P:19]([c:13]1[cH:14][cH:15][cH:16][cH:17][cH:18]1)([c:20]1[cH:21][cH:22][cH:23][cH:24][cH:25]1)[c:26]1[cH:27][cH:28][cH:29][cH:30][cH:31]1. Reactants: C(O)(O)=O.OC(CN)C1=CC(=CC=C1)Cl (2-hydroxy-2-(3-chlorophenyl)ethanamine carbonate), C(C(=O)C)OC1=CC=C(C=C1)C=1CCC(NC1C)=O (3,4-dihydro-5-(4-acetonyloxyphenyl) 6-methyl-2(1H)-pyridinone). The product is ClC=1C=C(C(CNC(COC2=CC=C(C=C2)C=2CCC(NC2C)=O)C)O)C=CC1 (5-[4-[2-[(3-Chloro-β-hydroxyphenethyl)amino]propyloxy]phenyl]-3,4-dihydro-6-methyl-2(1H)-pyridinone). As a reaction SMILES: C(=O)(O)O.[OH:5][CH:6]([C:9]1[CH:14]=[CH:13][CH:12]=[C:11]([Cl:15])[CH:10]=1)[CH2:7][NH2:8].[CH2:16]([O:20][C:21]1[CH:26]=[CH:25][C:24]([C:27]2[CH2:28][CH2:29][C:30](=[O:34])[NH:31][C:32]=2[CH3:33])=[CH:23][CH:22]=1)[C:17]([CH3:19])=O>>[Cl:15][C:11]1[CH:10]=[C:9]([CH:14]=[CH:13][CH:12]=1)[CH:6]([OH:5])[CH2:7][NH:8][CH:17]([CH3:19])[CH2:16][O:20][C:21]1[CH:22]=[CH:23][C:24]([C:27]2[CH2:28][CH2:29][C:30](=[O:34])[NH:31][C:32]=2[CH3:33])=[CH:25][CH:26]=1 |f:0.1|. Reported procedure: 5-[4-[2-[(3-Chloro-β-hydroxyphenethyl)amino]propyloxy]phenyl]-3,4-dihydro-6-methyl-2(1H)-pyridinone was prepared as a 1:1 mixture of diastereoisomers, m.pt. 99°-104° C., from 2-hydroxy-2-(3-chlorophenyl)ethanamine carbonate (0.58 g) and 3,4-dihydro-5-(4-acetonyloxyphenyl) 6-methyl-2(1H)-pyridinone (0.75 g) in an analogous manner to the compound described in Example 38. Reactants: BrCc1ccccc1, C1CCOC1, [H-], [Na+], O=C1CCCCCN1. The product is O=C1CCCCCN1Cc1ccccc1. Reaction SMILES: [Br:11][CH2:12][c:13]1[cH:14][cH:15][cH:16][cH:17][cH:18]1.[CH2:19]1[O:20][CH2:21][CH2:22][CH2:23]1.[H-:2].[Na+:1].[O:3]=[C:4]1[CH2:5][CH2:6][CH2:7][CH2:8][CH2:9][NH:10]1>>[O:3]=[C:4]1[CH2:5][CH2:6][CH2:7][CH2:8][CH2:9][N:10]1[CH2:12][c:13]1[cH:14][cH:15][cH:16][cH:17][cH:18]1. Starting materials: COc1cc2c(cc1OC)CNCC2, COC(C)O, COc1cc2c(cc1OC)S(=O)(=O)NC(Cl)=N2. The product is COc1cc2c(cc1OC)CN(C1=Nc3cc(OC)c(OC)cc3S(=O)(=O)N1)CC2. RXN SMILES: [CH3:18][O:19][c:20]1[cH:21][c:22]2[c:27]([cH:28][c:29]1[O:30][CH3:31])[CH2:26][NH:25][CH2:24][CH2:23]2.[CH3:32][O:33][CH:34]([OH:35])[CH3:36].[Cl:1][C:2]1=[N:7][c:6]2[c:5]([cH:11][c:10]([O:12][CH3:13])[c:9]([O:14][CH3:15])[cH:8]2)[S:4](=[O:16])(=[O:17])[NH:3]1>>[C:2]1([N:25]2[CH2:24][CH2:23][c:22]3[cH:21][c:20]([O:19][CH3:18])[c:29]([O:30][CH3:31])[cH:28][c:27]3[CH2:26]2)=[N:7][c:6]2[c:5]([cH:11][c:10]([O:12][CH3:13])[c:9]([O:14][CH3:15])[cH:8]2)[S:4](=[O:16])(=[O:17])[NH:3]1.